This data is from the Open Reaction Database (ORD), a public repository of structured organic reaction records. The task is: describe an organic reaction: reactants, conditions, products, and yield Starting materials: O=C([O-])[O-], CC(C)(C)c1nc2cc(Cl)c([N+](=O)[O-])cc2s1, CC1CCCNC1, CS(C)=O, ClC(Cl)Cl, [K+], [K+], O. The product is CC1CCCN(c2cc3nc(C(C)(C)C)sc3cc2[N+](=O)[O-])C1. RXN SMILES: [C:18](=[O:19])([O-:20])[O-:21].[C:1]([CH3:2])([CH3:3])([CH3:4])[c:5]1[s:6][c:7]2[c:8]([n:9]1)[cH:10][c:11]([Cl:17])[c:12]([N+:14](=[O:15])[O-:16])[cH:13]2.[CH3:24][CH:25]1[CH2:26][NH:27][CH2:28][CH2:29][CH2:30]1.[CH3:32][S:33](=[O:34])[CH3:35].[CH:36]([Cl:37])([Cl:38])[Cl:39].[K+:22].[K+:23].[OH2:31]>>[C:1]([CH3:2])([CH3:3])([CH3:4])[c:5]1[s:6][c:7]2[c:8]([n:9]1)[cH:10][c:11]([N:27]1[CH2:26][CH:25]([CH3:24])[CH2:30][CH2:29][CH2:28]1)[c:12]([N+:14](=[O:15])[O-:16])[cH:13]2. Reactants: FC1=CC=CC2=C1CCC(C(N2CC(F)(F)F)=O)N2N=NC(=C2)C2=CC(=C(C=C2)I)OC (6-fluoro-3-[4-(4-iodo-3-methoxyphenyl)-1H-1,2,3-triazol-1-yl]-1-(2,2,2-trifluoroethyl)-1,3,4,5-tetrahydro-2H-1-benzazepin-2-one), C1COCCOCCOCCOCCOCCO1 (18-CROWN-6), N1=CC=C(C=C1)N (pyridin-4-amine), C=1C=CC(=CC1)P(C=2C=CC=CC2)C3=CC=C4C=CC=CC4=C3C5=C6C=CC=CC6=CC=C5P(C=7C=CC=CC7)C=8C=CC=CC8 (BINAP), CC(C)([O-])C.[Na+] (sodium tert-butoxide). Reagents/catalysts: C=1C=CC(=CC1)/C=C/C(=O)/C=C/C2=CC=CC=C2.C=1C=CC(=CC1)/C=C/C(=O)/C=C/C2=CC=CC=C2.C=1C=CC(=CC1)/C=C/C(=O)/C=C/C2=CC=CC=C2.[Pd].[Pd] (tris(dibenzylideneacetone)dipalladium). Solvent: C1CCOC1 (THF). Yields the product FC1=CC=CC2=C1CCC(C(N2CC(F)(F)F)=O)N2N=NC(=C2)C2=CC(=C(C=C2)NC2=CC=NC=C2)OC (6-fluoro-3-{-4-[3-methoxy-4-(pyridin-4-ylamino)phenyl]-1H-1,2,3-triazol-1-yl}-1-(2,2,2-trifluoroethyl)-1,3,4,5-tetrahydro-2H-1-benzazepin-2-one). RXN SMILES: [F:1][C:2]1[C:7]2[CH2:8][CH2:9][CH:10]([N:19]3[CH:23]=[C:22]([C:24]4[CH:29]=[CH:28][C:27](I)=[C:26]([O:31][CH3:32])[CH:25]=4)[N:21]=[N:20]3)[C:11](=[O:18])[N:12]([CH2:13][C:14]([F:17])([F:16])[F:15])[C:6]=2[CH:5]=[CH:4][CH:3]=1.C1OCCOCCOCCOCCOCCOC1.[N:51]1[CH:56]=[CH:55][C:54]([NH2:57])=[CH:53][CH:52]=1.C1C=CC(P(C2C(C3C(P(C4C=CC=CC=4)C4C=CC=CC=4)=CC=C4C=3C=CC=C4)=C3C(C=CC=C3)=CC=2)C2C=CC=CC=2)=CC=1.CC(C)([O-])C.[Na+]>C1COCC1.C1C=CC(/C=C/C(/C=C/C2C=CC=CC=2)=O)=CC=1.C1C=CC(/C=C/C(/C=C/C2C=CC=CC=2)=O)=CC=1.C1C=CC(/C=C/C(/C=C/C2C=CC=CC=2)=O)=CC=1.[Pd].[Pd]>[F:1][C:2]1[C:7]2[CH2:8][CH2:9][CH:10]([N:19]3[CH:23]=[C:22]([C:24]4[CH:29]=[CH:28][C:27]([NH:57][C:54]5[CH:55]=[CH:56][N:51]=[CH:52][CH:53]=5)=[C:26]([O:31][CH3:32])[CH:25]=4)[N:21]=[N:20]3)[C:11](=[O:18])[N:12]([CH2:13][C:14]([F:17])([F:16])[F:15])[C:6]=2[CH:5]=[CH:4][CH:3]=1 |f:4.5,7.8.9.10.11|. Procedure details: A suspension of 6-fluoro-3-[4-(4-iodo-3-methoxyphenyl)-1H-1,2,3-triazol-1-yl]-1-(2,2,2-trifluoroethyl)-1,3,4,5-tetrahydro-2H-1-benzazepin-2-one (50 mg, 0.089 mmol), 18-CROWN-6 (28.3 mg, 0.107 mmol), pyridin-4-amine (9.24 mg, 0.098 mmol), BINAP (11.11 mg, 0.018 mmol), sodium tert-butoxide (17.15 mg, 0.178 mmol), and tris(dibenzylideneacetone)dipalladium (4.09 mg, 4.46 μmol) were combined in a microwave vial and dissolved in THF (892 μl). The reaction was irradiated in the microwave at 160° C. for... RXN SMILES: [NH:1]([C:8]1[S:9][C:10]2[N:18]=[CH:17][CH:16]=[CH:15][C:11]=2[C:12](=[O:14])[N:13]=1)[C:2]1[CH:7]=[CH:6][CH:5]=[CH:4][CH:3]=1.[H-].[Li+].Cl.[CH2:22]([N:24]([CH2:28][CH3:29])[CH2:25][CH2:26]Cl)[CH3:23]>>[CH2:22]([N:24]([CH2:28][CH3:29])[CH2:25][CH2:26][N:13]1[C:12](=[O:14])[C:11]2[CH:15]=[CH:16][CH:17]=[N:18][C:10]=2[S:9][C:8]1=[N:1][C:2]1[CH:3]=[CH:4][CH:5]=[CH:6][CH:7]=1)[CH3:23] |f:1.2,3.4|. Starting materials: N(C1=CC=CC=C1)C=1SC2=C(C(N1)=O)C=CC=N2 (2-anilino-4H-pyrido[3,2-e]-1,3-thiazin-4-one), [H-].[Li+] (lithium hydride), Cl.C(C)N(CCCl)CC (2-diethylaminoethylchloride hydrochloride). The yield is 47.8%. Product: C(C)N(CCN1C(SC2=C(C1=O)C=CC=N2)=NC2=CC=CC=C2)CC (3-(2-diethylaminoethyl)-2-phenylimino-2,3-dihydro-4H-pyrido[3,2-e]-1,3-thiazin-4-one). Procedure details: The reaction procedure of Example 11 was followed except that 383 mg of 2-anilino-4H-pyrido[3,2-e]-1,3-thiazin-4-one, 14 mg of lithium hydride and 259 mg of 2-diethylaminoethylchloride hydrochloride were used. As a result, 254 mg of 3-(2-diethylaminoethyl)-2-phenylimino-2,3-dihydro-4H-pyrido[3,2-e]-1,3-thiazin-4-one was obtained. Reactants: C(CCC)C=1NC(=C(N1)C(C(C)C)(C(C)C)O)C#N (2-butyl-4-[1-hydroxy-2-methyl-1-(1-methylethyl)propyl]imidazole-5-carbonitrile), BrCC1=CC=C(C=C1)C=1C(=CC=CC1)C(=O)OC(C)(C)C (t-butyl 4'-(bromomethyl)biphenyl-2-carboxylate), [H-].[Na+] (sodium hydride). The solvent is CN(C(C)=O)C (N,N-dimethylacetamide). Product: C(C)(C)(C)OC(=O)C1=C(C=CC=C1)C1=CC=C(C=C1)CN1C(=NC(=C1C#N)C(C(C)C)(C(C)C)O)CCCC (1-[(2'-t-Butoxycarbonylbiphenyl-4-yl)methyl]-2-butyl-4-(1-hydroxy-2-methyl-1-(1-methylethyl)propyl]imidazole-5-carbonitrile). Yield: 90.4%. Reaction SMILES: [CH2:1]([C:5]1[NH:6][C:7]([C:18]#[N:19])=[C:8]([C:10]([OH:17])([CH:14]([CH3:16])[CH3:15])[CH:11]([CH3:13])[CH3:12])[N:9]=1)[CH2:2][CH2:3][CH3:4].Br[CH2:21][C:22]1[CH:27]=[CH:26][C:25]([C:28]2[C:29]([C:34]([O:36][C:37]([CH3:40])([CH3:39])[CH3:38])=[O:35])=[CH:30][CH:31]=[CH:32][CH:33]=2)=[CH:24][CH:23]=1.[H-].[Na+]>CN(C)C(=O)C>[C:37]([O:36][C:34]([C:29]1[CH:30]=[CH:31][CH:32]=[CH:33][C:28]=1[C:25]1[CH:26]=[CH:27][C:22]([CH2:21][N:6]2[C:7]([C:18]#[N:19])=[C:8]([C:10]([OH:17])([CH:14]([CH3:16])[CH3:15])[CH:11]([CH3:12])[CH3:13])[N:9]=[C:5]2[CH2:1][CH2:2][CH2:3][CH3:4])=[CH:23][CH:24]=1)=[O:35])([CH3:40])([CH3:39])[CH3:38] |f:2.3|. Reported procedure: Following a procedure similar to that described in Example 45(a), but using 282 mg of 2-butyl-4-[1-hydroxy-2-methyl-1-(1-methylethyl)propyl]imidazole-5-carbonitrile (prepared as described in Preparation 30), 409 mg of t-butyl 4'-(bromomethyl)biphenyl-2-carboxylate and 47 mg of sodium hydride (as a 55% w/w dispersion in mineral oil) in 5 ml of N,N-dimethylacetamide, 513 mg of the title compound were obtained as a viscous oil. Reactants: O=C([O-])O, C=CCOC1CCC2(CC1)OCCO2, Cl, [Na+]. The product is C=CCOC1CCC(=O)CC1. As a reaction SMILES: [C:15](=[O:16])([O-:17])[OH:18].[CH2:1]([CH:2]=[CH2:3])[O:4][CH:5]1[CH2:6][CH2:7][C:8]2([O:9][CH2:12][CH2:11][O:10]2)[CH2:13][CH2:14]1.[ClH:20].[Na+:19]>>[CH2:1]([CH:2]=[CH2:3])[O:4][CH:5]1[CH2:6][CH2:7][C:8](=[O:9])[CH2:13][CH2:14]1. Starting materials: CCO, [Cl-], [Fe], C[Si](C)(C)CCOCn1cc(-c2ccccc2)c([N+](=O)[O-])n1, [NH4+], O. The product is C[Si](C)(C)CCOCn1cc(-c2ccccc2)c(N)n1. As a reaction SMILES: [CH3:26][CH2:27][OH:28].[Cl-:1].[Fe:29].[N+:3]([O-:4])(=[O:5])[c:6]1[n:7][n:8]([CH2:17][O:18][CH2:19][CH2:20][Si:21]([CH3:22])([CH3:23])[CH3:24])[cH:9][c:10]1-[c:11]1[cH:12][cH:13][cH:14][cH:15][cH:16]1.[NH4+:2].[OH2:25]>>[NH2:3][c:6]1[n:7][n:8]([CH2:17][O:18][CH2:19][CH2:20][Si:21]([CH3:22])([CH3:23])[CH3:24])[cH:9][c:10]1-[c:11]1[cH:12][cH:13][cH:14][cH:15][cH:16]1.